This data is from the Open Reaction Database (ORD), a public repository of structured organic reaction records. The task is: describe an organic reaction: reactants, conditions, products, and yield Yields the product C#CCC#CCCCCC (deca-1,4-diyne). Reaction SMILES: C=O.C(N[CH2:6][CH3:7])C.[CH2:8]1[CH2:12]O[CH2:10][CH2:9]1>>[CH:10]#[C:9][CH2:8][C:12]#[C:12][CH2:8][CH2:9][CH2:10][CH2:6][CH3:7]. Procedure details: 19.5 G (0.65 mole) of paraformaldehyde, 54.8 g (0.75 mole) of diethylamine, 2.6 g of hydrated copper (II) acetate and 65 ml of THF were charged into a 1 l reactor. The mixture was maintained at reflux for 30 min and, still at reflux, the solution of deca-1,4-diyne obtained as described above was added thereto. The reaction mixture was kept at reflux for 11/2 h until the deca-1,4-diyne had completely disappeared. The mixture was then extracted at 0° with a 15% solution of HCl (3×70 ml) and the ac... Starting materials: C=O (paraformaldehyde), C(C)NCC (diethylamine), hydrated copper (II) acetate, C1CCOC1 (THF). Starting materials: ClCCl, NC1(C(O)c2cc(Cl)cc(Cl)c2)CCCCC1, Cc1ccc(S(=O)(=O)Cl)cc1, c1ccncc1. The product is Cc1ccc(S(=O)(=O)NC2(C(O)c3cc(Cl)cc(Cl)c3)CCCCC2)cc1. RXN SMILES: [Cl:35][CH2:36][Cl:37].[NH2:1][C:2]1([CH:8]([OH:9])[c:10]2[cH:11][c:12]([Cl:17])[cH:13][c:14]([Cl:16])[cH:15]2)[CH2:3][CH2:4][CH2:5][CH2:6][CH2:7]1.[c:24]1([CH3:34])[cH:25][cH:26][c:27]([S:30](=[O:31])(=[O:32])[Cl:33])[cH:28][cH:29]1.[cH:18]1[cH:19][cH:20][n:21][cH:22][cH:23]1>>[NH:1]([C:2]1([CH:8]([OH:9])[c:10]2[cH:11][c:12]([Cl:17])[cH:13][c:14]([Cl:16])[cH:15]2)[CH2:3][CH2:4][CH2:5][CH2:6][CH2:7]1)[S:30]([c:27]1[cH:26][cH:25][c:24]([CH3:34])[cH:29][cH:28]1)(=[O:31])=[O:32]. Reactants: ClC1=C(C(=CC=C1[N+](=O)[O-])Cl)C (2,6-dichloro-3-nitrotoluene), N (ammonia). Conditions: temperature 130 celsius, time 18 hour. Product: ClC=1C(=C(C(=CC1)[N+](=O)[O-])N)C (3-chloro-2-methyl-6-nitrobenzenamine). Yield: 76.0%. As a reaction SMILES: Cl[C:2]1[C:7]([N+:8]([O-:10])=[O:9])=[CH:6][CH:5]=[C:4]([Cl:11])[C:3]=1[CH3:12].[NH3:13]>>[Cl:11][C:4]1[C:3]([CH3:12])=[C:2]([NH2:13])[C:7]([N+:8]([O-:10])=[O:9])=[CH:6][CH:5]=1. Procedure details: A suspension of 2,6-dichloro-3-nitrotoluene (6.0 g, 29 mmol) in 50% methanolic ammonia (60 mL) was stirred at 130° C. (340 lb pressure) for 18 hours. The autoclave was cooled to -30° C., opened, and the precipitate was filtered off and washed with methanol to give 4.14 g (76%) of 3-chloro-2-methyl-6-nitrobenzenamine. As a reaction SMILES: [CH:1]1([NH:7][C:8]2[C:17]3[C:12](=[CH:13][CH:14]=[CH:15][CH:16]=3)[C:11](=[O:18])[C:10](=[O:19])[CH:9]=2)[CH2:6][CH2:5][CH2:4][CH2:3][CH2:2]1.S(OC)(O[CH3:24])(=O)=O>[OH-].[Na+]>[CH:1]1([N:7]=[C:8]2[C:17]3[C:12](=[CH:13][CH:14]=[CH:15][CH:16]=3)[C:11](=[O:18])[C:10]([O:19][CH3:24])=[CH:9]2)[CH2:6][CH2:5][CH2:4][CH2:3][CH2:2]1 |f:2.3|. The reactants are C1(CCCCC1)NC1=CC(C(C2=CC=CC=C12)=O)=O (4-(cyclohexylamino)-1,2-naphthoquinone), S(=O)(=O)(OC)OC (dimethyl sulfate). Solvent: [OH-].[Na+] (sodium hydroxide). Conditions: time 6 hour. Yields the product C1(CCCCC1)N=C1C=C(C(C2=CC=CC=C12)=O)OC (4-cyclohexylimino-1-oxo-2-methoxy-1,4-dihydronaphthalene). Procedure: A solution of 9.0 g of 4-(cyclohexylamino)-1,2-naphthoquinone in 200 ml of dimethyl sulfate and 460 ml of 30% aqueous sodium hydroxide is heated slowly to reflux. The reaction mixture is stirred for 6 hours, washed with 300 ml of water and dried at 80° C. under vacuo to yield 4-cyclohexylimino-1-oxo-2-methoxy-1,4-dihydronaphthalene, m.p. 145°-147° C. The reactants are CS(=O)(=O)Cl, CCN(C(C)C)C(C)C, ClCCl, O, CC(C)(C)OC(=O)N1CCCC1COc1cccc(CO)n1. Product: CC(C)(C)OC(=O)N1CCCC1COc1cccc(COS(C)(=O)=O)n1. Reaction SMILES: [CH3:23][S:24]([Cl:25])(=[O:26])=[O:27].[CH:28]([N:29]([CH2:30][CH3:31])[CH:32]([CH3:33])[CH3:34])([CH3:35])[CH3:36].[Cl:38][CH2:39][Cl:40].[OH2:37].[OH:1][CH2:2][c:3]1[cH:4][cH:5][cH:6][c:7]([O:9][CH2:10][CH:11]2[N:12]([C:16](=[O:17])[O:18][C:19]([CH3:20])([CH3:21])[CH3:22])[CH2:13][CH2:14][CH2:15]2)[n:8]1>>[O:1]([CH2:2][c:3]1[cH:4][cH:5][cH:6][c:7]([O:9][CH2:10][CH:11]2[N:12]([C:16](=[O:17])[O:18][C:19]([CH3:20])([CH3:21])[CH3:22])[CH2:13][CH2:14][CH2:15]2)[n:8]1)[S:24]([CH3:23])(=[O:26])=[O:27].